Dataset: the Open Reaction Database (ORD), a public repository of structured organic reaction records. Task: describe an organic reaction: reactants, conditions, products, and yield Reactants: ClC1=C(C=CC(=C1)[N+](=O)[O-])NCCN1CCC(CC1)C ((2-chloro-4-nitrophenyl)-[2-(4-methylpiperidin-1-yl)ethyl]amine), ClCCl.CO (dichloromethane methanol). Product: ClC1=C(C=CC(=C1)NCCN1CCC(CC1)C)N (2-chloro-N′-[2-(4-methylpiperidin-1-yl)ethyl]benzene-1,4-diamine). Reaction SMILES: Cl[C:2]1[CH:7]=[C:6]([N+:8]([O-])=O)[CH:5]=[CH:4][C:3]=1[NH:11][CH2:12][CH2:13][N:14]1[CH2:19][CH2:18][CH:17]([CH3:20])[CH2:16][CH2:15]1.[Cl:21]CCl.CO>>[Cl:21][C:5]1[CH:4]=[C:3]([NH:11][CH2:12][CH2:13][N:14]2[CH2:19][CH2:18][CH:17]([CH3:20])[CH2:16][CH2:15]2)[CH:2]=[CH:7][C:6]=1[NH2:8] |f:1.2|. Procedure details: Prepared analogously to Example 3.1.b. from (2-chloro-4-nitrophenyl)-[2-(4-methylpiperidin-1-yl)ethyl]amine. Yield: 7 g (89.3% of theory); C14H22ClN3 (M=267.80); calc.: molecular ion peak (M+H)+: 268/270; found: molecular ion peak (M+H)+: 268/270; Rf value: 0.6 (Alox, dichloromethane/methanol (49:1)). Reactants: CC(C)c1ccc2c(Nc3cc(C(=O)O)ccc3Sc3ccc(NC(=O)OC(C)(C)C)cc3)ncnc2n1, CN(C)C(C(=O)N1CCCC1c1nc(-c2ccc(N)cc2)c[nH]1)c1ccccc1. Yields the product CC(C)c1ccc2c(Nc3cc(C(=O)Nc4ccc(-c5c[nH]c(C6CCCN6C(=O)C(c6ccccc6)N(C)C)n5)cc4)ccc3Sc3ccc(NC(=O)OC(C)(C)C)cc3)ncnc2n1. Reaction SMILES: [C:30]([CH3:31])([CH3:32])([CH3:33])[O:34][C:35](=[O:36])[NH:37][c:38]1[cH:39][cH:40][c:41]([S:44][c:45]2[c:46]([NH:54][c:55]3[c:56]4[c:57]([n:58][cH:59][n:60]3)[n:61][c:62]([CH:65]([CH3:66])[CH3:67])[cH:63][cH:64]4)[cH:47][c:48]([C:49](=[O:50])[OH:51])[cH:52][cH:53]2)[cH:42][cH:43]1.[NH2:1][c:2]1[cH:3][cH:4][c:5](-[c:8]2[n:9][c:10]([CH:13]3[N:14]([C:18]([CH:19]([c:20]4[cH:21][cH:22][cH:23][cH:24][cH:25]4)[N:26]([CH3:27])[CH3:28])=[O:29])[CH2:15][CH2:16][CH2:17]3)[nH:11][cH:12]2)[cH:6][cH:7]1>>[NH:1]([c:2]1[cH:3][cH:4][c:5](-[c:8]2[n:9][c:10]([CH:13]3[N:14]([C:18]([CH:19]([c:20]4[cH:21][cH:22][cH:23][cH:24][cH:25]4)[N:26]([CH3:27])[CH3:28])=[O:29])[CH2:15][CH2:16][CH2:17]3)[nH:11][cH:12]2)[cH:6][cH:7]1)[C:49]([c:48]1[cH:47][c:46]([NH:54][c:55]2[c:56]3[c:57]([n:58][cH:59][n:60]2)[n:61][c:62]([CH:65]([CH3:66])[CH3:67])[cH:63][cH:64]3)[c:45]([S:44][c:41]2[cH:40][cH:39][c:38]([NH:37][C:35]([O:34][C:30]([CH3:31])([CH3:32])[CH3:33])=[O:36])[cH:43][cH:42]2)[cH:53][cH:52]1)=[O:50]. Starting materials: C(C)(=O)N1C(C(C2=CC(=CC=C12)[N+](=O)[O-])=C(C1=CC=CC=C1)OC)=O (1-acetyl-3-(1-methoxy-1-phenyl-methylidene)-5-nitro-2-indolinone), C(C)(C)(C)OC(=O)NC1=CC=C(N)C=C1 (4-tert.butoxycarbonylamino-aniline), [OH-].[Na+] (sodium hydroxide). The solvent is CN(C)C=O (DMF), CO (methanol). Product: C(C)(C)(C)OC(=O)NC1=CC=C(C=C1)N\C(\C1=CC=CC=C1)=C\1/C(NC2=CC=C(C=C12)[N+](=O)[O-])=O ((Z)-3-[1-(4-tert.butoxycarbonylamino-phenylamino)-1-phenyl-methylidene]-5-nitro-2-indolinone). RXN SMILES: C([N:4]1[C:12]2[C:7](=[CH:8][C:9]([N+:13]([O-:15])=[O:14])=[CH:10][CH:11]=2)[C:6](=[C:16](OC)[C:17]2[CH:22]=[CH:21][CH:20]=[CH:19][CH:18]=2)[C:5]1=[O:25])(=O)C.[C:26]([O:30][C:31]([NH:33][C:34]1[CH:40]=[CH:39][C:37]([NH2:38])=[CH:36][CH:35]=1)=[O:32])([CH3:29])([CH3:28])[CH3:27].[OH-].[Na+]>CN(C=O)C.CO>[C:26]([O:30][C:31]([NH:33][C:34]1[CH:35]=[CH:36][C:37]([NH:38]/[C:16](=[C:6]2\[C:5](=[O:25])[NH:4][C:12]3[C:7]\2=[CH:8][C:9]([N+:13]([O-:15])=[O:14])=[CH:10][CH:11]=3)/[C:17]2[CH:22]=[CH:21][CH:20]=[CH:19][CH:18]=2)=[CH:39][CH:40]=1)=[O:32])([CH3:29])([CH3:27])[CH3:28] |f:2.3|. Procedure: Prepared analogously to Example 82 from 1-acetyl-3-(1-methoxy-1-phenyl-methylidene)-5-nitro-2-indolinone and 4-tert.butoxycarbonylamino-aniline in DMF and subsequent treatment with sodium hydroxide solution in methanol. Starting materials: N[C@@H]1[C@@H](CCCC1)NC(C1=C(C=C(C=C1SC)C(F)(F)F)OC)=O (cis-N-(2-amino-cyclohexyl)-2-methoxy-6-methylsulfanyl-4-trifluoromethyl-benzamide), N[C@@H]1[C@@H](CCCC1)NC(C1=C(C=C(C=C1SC)C(F)(F)F)OC)=O (cis-N-(2-amino-cyclohexyl)-2-methoxy-6-methylsulfanyl-4-trifluoromethyl-benzamide), C1(CCCC1)=O (cyclopentanone). Yields the product C1(CCCC1)NC1C(CCCC1)NC(C1=C(C=C(C=C1SC)C(F)(F)F)OC)=O (N-((1RS,2SR)-2-Cyclopentylamino-cyclohexyl)-2-methoxy-6-methylsulfanyl-4-trifluoromethyl-benzamide). Reaction SMILES: [NH2:1][C@H:2]1[CH2:7][CH2:6][CH2:5][CH2:4][C@H:3]1[NH:8][C:9](=[O:24])[C:10]1[C:15]([S:16][CH3:17])=[CH:14][C:13]([C:18]([F:21])([F:20])[F:19])=[CH:12][C:11]=1[O:22][CH3:23].[C:25]1(=O)[CH2:29][CH2:28][CH2:27][CH2:26]1>>[CH:25]1([NH:1][CH:2]2[CH2:7][CH2:6][CH2:5][CH2:4][CH:3]2[NH:8][C:9](=[O:24])[C:10]2[C:15]([S:16][CH3:17])=[CH:14][C:13]([C:18]([F:20])([F:21])[F:19])=[CH:12][C:11]=2[O:22][CH3:23])[CH2:29][CH2:28][CH2:27][CH2:26]1. Procedure details: The title compound, light yellow solid, MS: m/e=431.3 [(M+H)+], was prepared in accordance with the general method of example 11 from cis-N-(2-amino-cyclohexyl)-2-methoxy-6-methylsulfanyl-4-trifluoromethyl-benzamide (intermediate I) and cyclopentanone. Starting materials: CN(CCCN)CCC1=CC(=C(C=C1)OC)OC (N-methyl-N-(2-(3,4-dimethoxyphenyl)ethyl)-1,3-propanediamine), CC(=O)C (acetone). Reagents/catalysts: [Pt]=O (platinum oxide). Solvent: C(C)O (ethanol). Yields the product CN(CCCNC(C)C)CCC1=CC(=C(C=C1)OC)OC (N-methyl-N-(2-(3,4-dimethoxyphenyl)ethyl)-N'-isopropyl-1,3-propanediamine). Isolated yield 100.0%. As a reaction SMILES: [CH3:1][N:2]([CH2:7][CH2:8][C:9]1[CH:14]=[CH:13][C:12]([O:15][CH3:16])=[C:11]([O:17][CH3:18])[CH:10]=1)[CH2:3][CH2:4][CH2:5][NH2:6].[CH3:19][C:20]([CH3:22])=O>[Pt]=O.C(O)C>[CH3:1][N:2]([CH2:7][CH2:8][C:9]1[CH:14]=[CH:13][C:12]([O:15][CH3:16])=[C:11]([O:17][CH3:18])[CH:10]=1)[CH2:3][CH2:4][CH2:5][NH:6][CH:20]([CH3:22])[CH3:19]. Procedure: 3.87 g of N-methyl-N-(2-(3,4-dimethoxyphenyl)ethyl)-1,3-propanediamine and 15 ml of acetone were dissolved into 50 ml of ethanol. To this was added 0.1 g of platinum oxide and then hydrogenetion was made at room temperature and under pressure of 3 kg/cm2. At the end of 3 hours catalyst was concentrated after filtering and 4.52 g of marked compound was obtained as yellow oily matter (yield: 100%).